This data is from the Open Reaction Database (ORD), a public repository of structured organic reaction records. The task is: describe an organic reaction: reactants, conditions, products, and yield Reactants: [Al+3], C#CCN(C)c1nc(C(=O)N(C)C)cs1, [H-], [H-], [H-], [H-], [Li+], C1CCOC1. Product: C#CCN(C)c1nc(CN(C)C)cs1. As a reaction SMILES: [Al+3:17].[CH3:1][N:2]([c:3]1[s:4][cH:5][c:6]([C:8](=[O:9])[N:10]([CH3:11])[CH3:12])[n:7]1)[CH2:13][C:14]#[CH:15].[H-:16].[H-:19].[H-:20].[H-:21].[Li+:18].[O:22]1[CH2:23][CH2:24][CH2:25][CH2:26]1>>[CH3:1][N:2]([c:3]1[s:4][cH:5][c:6]([CH2:8][N:10]([CH3:11])[CH3:12])[n:7]1)[CH2:13][C:14]#[CH:15]. The reactants are BrC=1C=C(C=NC1)C(C(F)(F)F)(C)O (2-(5-bromopyridin-3-yl)-1,1,1-trifluoropropan-2-ol), B1(OC(C(O1)(C)C)(C)C)B2OC(C(O2)(C)C)(C)C (bis(pinacolato)diboron), C1(CCCCC1)P(C1CCCCC1)C1CCCCC1 (tricyclohexylphosphine), C(C)(=O)[O-].[K+] (potassium acetate). The reagents and catalysts are C=1C=CC(=CC1)/C=C/C(=O)/C=C/C2=CC=CC=C2.C=1C=CC(=CC1)/C=C/C(=O)/C=C/C2=CC=CC=C2.C=1C=CC(=CC1)/C=C/C(=O)/C=C/C2=CC=CC=C2.[Pd].[Pd] (tris(dibenzylideneacetone)dipalladium). Solvent: O1CCOCC1 (1,4-dioxane). Conditions: temperature 80 celsius. Product: FC(C(C)(O)C=1C=C(C=NC1)B(O)O)(F)F ([5-(1,1,1-trifluoro-2-hydroxypropan-2-yl)pyridin-3-yl]boronic acid). RXN SMILES: Br[C:2]1[CH:3]=[C:4]([C:8]([OH:14])([CH3:13])[C:9]([F:12])([F:11])[F:10])[CH:5]=[N:6][CH:7]=1.[B:15]1(B2OC(C)(C)C(C)(C)O2)[O:19]C(C)(C)C(C)(C)[O:16]1.C1(P(C2CCCCC2)C2CCCCC2)CCCCC1.C([O-])(=O)C.[K+]>O1CCOCC1.C1C=CC(/C=C/C(/C=C/C2C=CC=CC=2)=O)=CC=1.C1C=CC(/C=C/C(/C=C/C2C=CC=CC=2)=O)=CC=1.C1C=CC(/C=C/C(/C=C/C2C=CC=CC=2)=O)=CC=1.[Pd].[Pd]>[F:10][C:9]([F:12])([F:11])[C:8]([C:4]1[CH:3]=[C:2]([B:15]([OH:19])[OH:16])[CH:7]=[N:6][CH:5]=1)([OH:14])[CH3:13] |f:3.4,6.7.8.9.10|. Procedure details: A vial containing the title compound from Example 55 Step A [enantiomer B (0.647 g, 2.40 mmol)], bis(pinacolato)diboron (1.22 g, 4.79 mmol), tris(dibenzylideneacetone)dipalladium (0) (0.439 g, 0.479 mmol), tricyclohexylphosphine (0.269 g, 0.958 mmol) and potassium acetate (0.705 g, 7.19 mmol) in 1,4-dioxane (12 mL) was flushed with nitrogen, sealed tightly and heated to 80° C. overnight. The reaction was then passed through a syringe filter and concentrated under reduced pressure to provide the ... Starting materials: SC=1N=C2C(N1)=CC=CC=C2 (2-mercaptocycloheptimidazole), C(O)([O-])=O.[Na+] (Sodium hydrogencarbonate). Solvent: [N+](=O)(O)[O-] (nitric acid). Product: N1=CN=C2C1=CC=CC=C2 (Cycloheptimidazole). Reaction SMILES: S[C:2]1[N:3]=[C:4]2[CH:11]=[CH:10][CH:9]=[CH:8][CH:7]=[C:5]2[N:6]=1.C(=O)([O-])O.[Na+]>[N+]([O-])(O)=O>[N:3]1[C:4]2=[CH:11][CH:10]=[CH:9][CH:8]=[CH:7][C:5]2=[N:6][CH:2]=1 |f:1.2|. Procedure: In accordance with the method described in Journal of the Americal Chemical Society, Vol. 76, pages 3352 and 3353 (1954), 23 g of 2-mercaptocycloheptimidazole, as obtained in Example 1-(b), was added to 210 ml of 10% nitric acid and everything was stirred under heating at an internal temperature of from 80° to 90° C. for 1 hour. Sodium hydrogencarbonate was added to the reaction solution so as to neutralize the solution, and this was extracted with chloroform (250 ml×2). The chloroform layer was... Reactants: C(C)(C)[Mg]Cl (i-PrMgCl), C(C)(C)OB1OC(C(O1)(C)C)(C)C (2-isopropoxy-4,4,5,5-tetramethyl[1,3,2]dioxaborolane), C(C)OCCN1N=CC(=C1)I (1-(ethoxyethyl)-4-iodo-1H-pyrazole), C(C)(C)OB1OC(C(O1)(C)C)(C)C (2-Isopropoxy-4,4,5,5-tetramethyl[1,3,2]dioxaborolane). Run in C1CCOC1 (THF), C1CCOC1 (THF). Run at temperature -15 celsius, time 0.75 hour. Product: C(C)OCCN1N=CC(=C1)B1OC(C(O1)(C)C)(C)C (1-(Ethoxyethyl)-4-(4,4,5,5-tetramethyl[1,3,2]dioxaborolan-2-yl)-1H-pyrazole). The yield is 85.1%. As a reaction SMILES: [CH2:1]([O:3][CH2:4][CH2:5][N:6]1[CH:10]=[C:9](I)[CH:8]=[N:7]1)[CH3:2].C([Mg]Cl)(C)C.C(O[B:21]1[O:25][C:24]([CH3:27])([CH3:26])[C:23]([CH3:29])([CH3:28])[O:22]1)(C)C>C1COCC1>[CH2:1]([O:3][CH2:4][CH2:5][N:6]1[CH:10]=[C:9]([B:21]2[O:25][C:24]([CH3:27])([CH3:26])[C:23]([CH3:29])([CH3:28])[O:22]2)[CH:8]=[N:7]1)[CH3:2]. Procedure: A 22 L 4-neck flask equipped with a mechanical stirrer, thermowell, addition funnel, and N2 inlet was charged with 1-(ethoxyethyl)-4-iodo-1H-pyrazole (20, 700.0 g, 2.63 mol) and THF (5.5 L). The resulting solution was cooled to between −12° C.-−15° C. A solution of 2 M i-PrMgCl in THF (1513 mL, 3.03 mol, 1.15 equiv) was added via an addition funnel over 30 min while maintaining the reaction temperature at <−5° C. and the tan suspension was stirred at <−5° C. for 0.75 hr. The resulting reaction m...